Dataset: the Open Reaction Database (ORD), a public repository of structured organic reaction records. Task: describe an organic reaction: reactants, conditions, products, and yield Starting materials: Intermediate 3A, CS(=O)(=O)OCCN1N=C(C(=C1)C1=CC=NC=C1)C1=CC=C(C=C1)OCC1=CC=CC=C1 (2-(3-(4-(benzyloxy)phenyl)-4-(pyridin-4-yl)-1H-pyrazol-1-yl)ethyl methanesulfonate), solution, [F-].C(CCC)[N+](CCCC)(CCCC)CCCC (tetrabutylammonium fluoride). Run in C1CCOC1 (THF). Conditions: time 8 hour. Product: desired Intermediate 3B, C(C1=CC=CC=C1)OC1=CC=C(C=C1)C1=NN(C=C1C1=CC=NC=C1)CCF (4-(3-(4-(benzyloxy)phenyl)-1-(2-fluoroethyl)-1H-pyrazol-4-yl)pyridine). The yield is 23.0%. Reaction SMILES: CS(O[CH2:6][CH2:7][N:8]1[CH:12]=[C:11]([C:13]2[CH:18]=[CH:17][N:16]=[CH:15][CH:14]=2)[C:10]([C:19]2[CH:24]=[CH:23][C:22]([O:25][CH2:26][C:27]3[CH:32]=[CH:31][CH:30]=[CH:29][CH:28]=3)=[CH:21][CH:20]=2)=[N:9]1)(=O)=O.[F-:33].C([N+](CCCC)(CCCC)CCCC)CCC>C1COCC1>[CH2:26]([O:25][C:22]1[CH:23]=[CH:24][C:19]([C:10]2[C:11]([C:13]3[CH:18]=[CH:17][N:16]=[CH:15][CH:14]=3)=[CH:12][N:8]([CH2:7][CH2:6][F:33])[N:9]=2)=[CH:20][CH:21]=1)[C:27]1[CH:32]=[CH:31][CH:30]=[CH:29][CH:28]=1 |f:1.2|. Reported procedure: Intermediate 3A, 2-(3-(4-(benzyloxy)phenyl)-4-(pyridin-4-yl)-1H-pyrazol-1-yl)ethyl methanesulfonate (11 g) was added to a 1M solution of tetrabutylammonium fluoride in THF (150 mL) and the reaction mixture was stirred overnight at ambient temperature. The reaction mixture was concentrated under reduced pressure and the residue was purified by flash column chromatography to obtain the desired Intermediate 3B, 4-(3-(4-(benzyloxy)phenyl)-1-(2-fluoroethyl)-1H-pyrazol-4-yl)pyridine (2.1 g, 23%) and t... The reactants are O1CCN(CC1)C/C=C/C(=O)OC(C)(C)C ((E)-tert-butyl 4-morpholino-2-butenoate), Cl (hydrochloric acid). Run in C1(=CC=CC=C1)C (toluene). Run at time 40 minute. Product: O1CCN(CC1)C/C=C/C(=O)O ((E)-4-morpholino-2-butenoic acid). Yield: 99.4%. Reaction SMILES: [O:1]1[CH2:6][CH2:5][N:4]([CH2:7]/[CH:8]=[CH:9]/[C:10]([O:12]C(C)(C)C)=[O:11])[CH2:3][CH2:2]1.Cl>C1(C)C=CC=CC=1>[O:1]1[CH2:2][CH2:3][N:4]([CH2:7]/[CH:8]=[CH:9]/[C:10]([OH:12])=[O:11])[CH2:5][CH2:6]1. Reported procedure: To (E)-tert-butyl 4-morpholino-2-butenoate (B14, 179 mg), 1.0 mol/L aqueous hydrochloric acid (4 mL) was added at room temperature, and the mixture was stirred for 1 hour and 40 minutes under reflux by heating. The reaction mixture was cooled to room temperature, and then toluene was added to the mixture, and the solvent was evaporated under reduced pressure. To the obtained residue, ethyl acetate was added. The solid matter was taken by filtration, washed with chloroform, and then dried under r... Starting materials: COc1cc(S(=O)(=O)Cl)ccc1-c1nc2cnncc2[nH]1, CN. Product: COc1cc(S(N)(=O)=O)ccc1-c1nc2cnncc2[nH]1. Reaction SMILES: [CH3:1][O:2][c:3]1[c:4](-[c:13]2[n:14][c:15]3[c:16]([cH:17][n:18][n:19][cH:20]3)[nH:21]2)[cH:5][cH:6][c:7]([S:9](=[O:10])(=[O:11])[Cl:12])[cH:8]1.[CH3:22][NH2:23]>>[CH3:1][O:2][c:3]1[c:4](-[c:13]2[n:14][c:15]3[c:16]([cH:17][n:18][n:19][cH:20]3)[nH:21]2)[cH:5][cH:6][c:7]([S:9](=[O:10])(=[O:11])[NH2:23])[cH:8]1. Starting materials: O (water), resultant mixture, CC(C)([O-])C.[Na+] (sodium tert-butoxide), C1=CC=CC=2SC3=CC=CC=C3NC12 (phenothiazine), C(CCC)C1=CC=C(C=C1)Br (4-(butyl)phenylbromide). The reagents and catalysts are C=1C=CC(=CC1)/C=C/C(=O)/C=C/C2=CC=CC=C2.C=1C=CC(=CC1)/C=C/C(=O)/C=C/C2=CC=CC=C2.C=1C=CC(=CC1)/C=C/C(=O)/C=C/C2=CC=CC=C2.[Pd].[Pd] (tris(dibenzylideneacetone)dipalladium), C1(=CC=CC=C1)P(C1=CC=CC=C1)[C-]1C=CC=C1.[C-]1(C=CC=C1)P(C1=CC=CC=C1)C1=CC=CC=C1.[Fe+2] (bis(diphenylphosphino)ferrocene). Run in C1(=CC=CC=C1)C (toluene). Reaction conditions: temperature 90 celsius, time 8 hour. Yields the product C(CCC)C1=CC=C(C=C1)N1C2=CC=CC=C2SC=2C=CC=CC12 (10-(4-butylphenyl)-10H-phenothiazine). As a reaction SMILES: [CH2:1]([C:5]1[CH:10]=[CH:9][C:8](Br)=[CH:7][CH:6]=1)[CH2:2][CH2:3][CH3:4].CC(C)([O-])C.[Na+].[CH:18]1[C:31]2[NH:30][C:29]3[C:24](=[CH:25][CH:26]=[CH:27][CH:28]=3)[S:23][C:22]=2[CH:21]=[CH:20][CH:19]=1.O>C1(C)C=CC=CC=1.C1C=CC(/C=C/C(/C=C/C2C=CC=CC=2)=O)=CC=1.C1C=CC(/C=C/C(/C=C/C2C=CC=CC=2)=O)=CC=1.C1C=CC(/C=C/C(/C=C/C2C=CC=CC=2)=O)=CC=1.[Pd].[Pd].C1(P([C-]2C=CC=C2)C2C=CC=CC=2)C=CC=CC=1.[C-]1(P(C2C=CC=CC=2)C2C=CC=CC=2)C=CC=C1.[Fe+2]>[CH2:1]([C:5]1[CH:10]=[CH:9][C:8]([N:30]2[C:31]3[CH:18]=[CH:19][CH:20]=[CH:21][C:22]=3[S:23][C:24]3[C:29]2=[CH:28][CH:27]=[CH:26][CH:25]=3)=[CH:7][CH:6]=1)[CH2:2][CH2:3][CH3:4] |f:1.2,6.7.8.9.10,11.12.13|. Procedure: To a solution of tris(dibenzylideneacetone)dipalladium (Pd2(dba)3) (0.30 g, 0.33 mmol) and bis(diphenylphosphino)ferrocene (DPPF) (0.22 g, 0.40 mmol) in dry toluene (60 ml) under nitrogen atmosphere was added 4-(butyl)phenylbromide (3.21 g, 15.1 mmol) at room temperature, and the resultant mixture was stirred for 10 min., sodium tert-butoxide (4.0 g) and phenothiazine (3.0 g, 15.1 mmol) were added to this solution and stirred at 90° C. overnight under nitrogen. The reaction mixture was poured in... Starting materials: CCOCC (ether), Cl (HCl), O1CCOCC1 (dioxane), BrC1=CC=C(C=N1)[C@H](CC)NS(=O)C(C)(C)C (2-methyl-propane-2-sulfinic acid [(S)-1-(6-bromopyridin-3-yl)-propyl]-amide). Solvent: CO (methanol). Run at time 2 hour. Yields the product BrC1=CC=C(C=N1)C(CCC)O (1-(6-bromopyridin-3-yl)-butan-1-ol). Reaction SMILES: [Br:1][C:2]1[N:7]=[CH:6][C:5]([C@@H](NS(C(C)(C)C)=O)CC)=[CH:4][CH:3]=1.Cl.[O:19]1[CH2:24][CH2:23]OCC1.[CH3:25][CH2:26]OCC>CO>[Br:1][C:2]1[N:7]=[CH:6][C:5]([CH:24]([OH:19])[CH2:23][CH2:25][CH3:26])=[CH:4][CH:3]=1. Procedure details: To a mixture of 2-methyl-propane-2-sulfinic acid [(S)-1-(6-bromopyridin-3-yl)-propyl]-amide (5.35 g, 16.8 mmol) in methanol (25 mL) is added a solution of 4 N HCl in dioxane (10 mL, 40 mmol). After 2 hour, the mixture is concentrated to near dryness to afford a white solid. The solid is diluted with ether and collected by filtration to afford the title compound.